Dataset: the Open Reaction Database (ORD), a public repository of structured organic reaction records. Task: describe an organic reaction: reactants, conditions, products, and yield Reactants: solid, BrC=1C=CC2=C(N(C=N2)C2=CC=CC=C2)C1 (6-bromo-1-phenyl-1H-benzo[d]imidazole), BrC=1C=CC2=C(N(C=N2)C2=CC=CC=C2)C1 (6-bromo-1-phenyl-1H-benzo[d]imidazole), C1(=CC=CC=C1)N1N=CC=C1B(O)O (1-phenyl-1H-pyrazol-5-ylboronic acid). The product is C1(=CC=CC=C1)N1C=NC2=C1C=C(C=C2)C=2N(N=CC2)C2=CC=CC=C2 (1-Phenyl-6-(2-phenyl-2H-pyrazol-3-yl)-1H-benzoimidazole). Reaction SMILES: Br[C:2]1[CH:3]=[CH:4][C:5]2[N:9]=[CH:8][N:7]([C:10]3[CH:15]=[CH:14][CH:13]=[CH:12][CH:11]=3)[C:6]=2[CH:16]=1.[C:17]1([N:23]2[C:27](B(O)O)=[CH:26][CH:25]=[N:24]2)[CH:22]=[CH:21][CH:20]=[CH:19][CH:18]=1>>[C:10]1([N:7]2[C:6]3[CH:16]=[C:2]([C:27]4[N:23]([C:17]5[CH:18]=[CH:19][CH:20]=[CH:21][CH:22]=5)[N:24]=[CH:25][CH:26]=4)[CH:3]=[CH:4][C:5]=3[N:9]=[CH:8]2)[CH:15]=[CH:14][CH:13]=[CH:12][CH:11]=1. Procedure details: The title compound, off-white solid (36 mg, 29%), MS (ISP) m/z=337.3 [(M+H)+], mp 194° C., was prepared in accordance with the general method of example 1 from 6-bromo-1-phenyl-1H-benzo[d]imidazole (intermediate E) (100 mg, 366 μmol) and commercially available 1-phenyl-1H-pyrazol-5-ylboronic acid [CAS No. 1238702-56-1] (89.5 mg, 476 μmol). The reactants are [N+](=O)([O-])C1=C(C=CC(=C1)[N+](=O)[O-])Cl (2,4-dinitro chlorobenzene), C(CCO)O (1,3-propanediol), C(CCO)O (1,3-propanediol), [OH-].[Na+] (sodium hydroxide). Yields the product NC1=C(OC(CC)O)C=CC(=C1)N ((2,4-diamino) phenoxypropanol). As a reaction SMILES: [N+:1]([C:4]1[CH:9]=[C:8]([N+:10]([O-])=O)[CH:7]=[CH:6][C:5]=1Cl)([O-])=O.[CH2:14](O)[CH2:15][CH2:16][OH:17].[OH-:19].[Na+]>>[NH2:1][C:4]1[CH:9]=[C:8]([NH2:10])[CH:7]=[CH:6][C:5]=1[O:19][CH:16]([OH:17])[CH2:15][CH3:14] |f:2.3|. Reported procedure: To a mixture of 0.2 mol (40.5 g) of 2,4-dinitro chlorobenzene and of 1.12 mols (81 cm3) of 1,3-propanediol, heated to 90° C. are added in 30 minutes 1.12 mols (81 cm3) of 1,3-propanediol in 20 cm3 of 10 N sodium hydroxide. Starting materials: ClC1=C(OC=2C(=NC=CC2)OCC(=O)OC)C=C(C(=C1)F)N1C(N(C(=CC1=O)C(F)(F)F)C)=O (methyl [3-{2-chloro-4-fluoro-5-[3-methyl-2,6-dioxo-4-(trifluoromethyl)-1,2,3,6-tetrahydropyrimidin-1-yl]phenoxy}-2-pyridyloxy]acetate), C([O-])([O-])=O.[Na+].[Na+] (sodium carbonate). Solvent: C(C)O (ethanol). Yields the product ClC1=C(OC=2C(=NC=CC2)OCC(=O)OCC)C=C(C(=C1)F)N1C(N(C(=CC1=O)C(F)(F)F)C)=O (ethyl [3-{2-chloro-4-fluoro-5-[3-methyl-2,6-dioxo-4-(trifluoromethyl)-1,2,3,6-tetrahydropyrimidin-1-yl]phenoxy}-2-pyridyloxy]acetate). Isolated yield 89.2%. Reaction SMILES: [Cl:1][C:2]1[CH:20]=[C:19]([F:21])[C:18]([N:22]2[C:27](=[O:28])[CH:26]=[C:25]([C:29]([F:32])([F:31])[F:30])[N:24]([CH3:33])[C:23]2=[O:34])=[CH:17][C:3]=1[O:4][C:5]1[C:6]([O:11][CH2:12][C:13]([O:15][CH3:16])=[O:14])=[N:7][CH:8]=[CH:9][CH:10]=1.[C:35](=O)([O-])[O-].[Na+].[Na+]>C(O)C>[Cl:1][C:2]1[CH:20]=[C:19]([F:21])[C:18]([N:22]2[C:27](=[O:28])[CH:26]=[C:25]([C:29]([F:32])([F:31])[F:30])[N:24]([CH3:33])[C:23]2=[O:34])=[CH:17][C:3]=1[O:4][C:5]1[C:6]([O:11][CH2:12][C:13]([O:15][CH2:16][CH3:35])=[O:14])=[N:7][CH:8]=[CH:9][CH:10]=1 |f:1.2.3|. Reported procedure: A mixture of 0.60 g of methyl [3-{2-chloro-4-fluoro-5-[3-methyl-2,6-dioxo-4-(trifluoromethyl)-1,2,3,6-tetrahydropyrimidin-1-yl]phenoxy}-2-pyridyloxy]acetate (compound a-6), 0.13 g of sodium carbonate, and 7.0 ml of ethanol was heated at reflux for 2 hours. After cooling to room temperature, the solvent was distilled out under reduced pressure, and the residue was subjected to silica gel chromatography to give 0.55 g of ethyl [3-{2-chloro-4-fluoro-5-[3-methyl-2,6-dioxo-4-(trifluoromethyl)-1,2,3,6...